From a dataset of the Open Reaction Database (ORD), a public repository of structured organic reaction records. describe an organic reaction: reactants, conditions, products, and yield Yields the product C1(=CC=CC=C1)N1C(=NC2=C1C=CC=C2)C2=CC(=CC=C2)O (1-phenyl-2-(3-hydroxyphenyl)benzimidazole). Procedure: A solution of 1-phenyl-2-(3-methoxyphenyl)benzimidazole (0.20 g, 0.67 mmol) and hydrobromic acid (4 ml) and acetic acid (4 ml) was refluxed for 48 hours. The reaction mixture was cooled and extracted with diethyl ether (5×150 ml) at pH 3-5. The organic fractions were discarded. The aqueous phase was alkalinized to pH 8-9 and extracted with ethyl acetate (5×150 ml). The organic layers were combined, washed with a saturated sodium chloride solution, dried over magnesium sulfate, filtered, and the ... As a reaction SMILES: [C:1]1([N:7]2[C:11]3[CH:12]=[CH:13][CH:14]=[CH:15][C:10]=3[N:9]=[C:8]2[C:16]2[CH:21]=[CH:20][CH:19]=[C:18]([O:22]C)[CH:17]=2)[CH:6]=[CH:5][CH:4]=[CH:3][CH:2]=1.Br>C(O)(=O)C>[C:1]1([N:7]2[C:11]3[CH:12]=[CH:13][CH:14]=[CH:15][C:10]=3[N:9]=[C:8]2[C:16]2[CH:21]=[CH:20][CH:19]=[C:18]([OH:22])[CH:17]=2)[CH:2]=[CH:3][CH:4]=[CH:5][CH:6]=1. Reactants: C1(=CC=CC=C1)N1C(=NC2=C1C=CC=C2)C2=CC(=CC=C2)OC (1-phenyl-2-(3-methoxyphenyl)benzimidazole), Br (hydrobromic acid). Solvent: C(C)(=O)O (acetic acid). The reactants are C1CNCCN1, CC(C)(C)OC(=O)NC1=C(C=CC(=C1)Br)Cl. The reagents and catalysts are C(=O)([O-])[O-].[Cs+].[Cs+], C1=CC=C(C=C1)P(C2=CC=CC=C2)C3=C(C4=CC=CC=C4C=C3)C5=C(C=CC6=CC=CC=C65)P(C7=CC=CC=C7)C8=CC=CC=C8, CC(=O)O.CC(=O)O.[Pd]. The solvent is CC1=CC=CC=C1. Conditions: temperature 110 celsius. Product: CC(C)(C)OC(=O)NC1=C(C=CC(=C1)N2CCNCC2)Cl. The yield is 57.1%. Procedure details: palladium(II) acetate (0.110 g, 0.49 mmol), BINAP (0.244 g, 0.39 mmol) and CS2CO3 (1.594 g, 4.89 mmol) were added to a mixture of [Reactants] and piperazine (2.76 g, 32.10 mmol) in toluene (10 mL), The suspension were heated to 110 °C for 16 hours, LCMS showed product mass [M+1]:312.0 at retention time RT=1.69 min (polar short purity method). Workup reaction by additional of water (10mL), extracted with EtOAc (3x20 mL), washed with brine, dried with Na2SO4, evaporated off solvent to give a resid... Reactants: CC(C)(C)OC(=O)N1CCC(CNc2cc(Nc3cnc(C#N)cn3)ncc2C(=O)Nc2ccccc2)CC1, ClCCl, O=C(O)C(F)(F)F. Product: N#Cc1cnc(Nc2cc(NCC3CCNCC3)c(C(=O)Nc3ccccc3)cn2)cn1. RXN SMILES: [C:8](#[N:9])[c:10]1[n:11][cH:12][c:13]([NH:16][c:17]2[n:18][cH:19][c:20]([C:38]([NH:39][c:40]3[cH:41][cH:42][cH:43][cH:44][cH:45]3)=[O:46])[c:21]([NH:23][CH2:24][CH:25]3[CH2:26][CH2:27][N:28]([C:31]([O:32][C:33]([CH3:34])([CH3:35])[CH3:36])=[O:37])[CH2:29][CH2:30]3)[cH:22]2)[n:14][cH:15]1.[Cl:47][CH2:48][Cl:49].[F:1][C:2]([F:3])([F:4])[C:5]([OH:6])=[O:7]>>[C:8](#[N:9])[c:10]1[n:11][cH:12][c:13]([NH:16][c:17]2[n:18][cH:19][c:20]([C:38]([NH:39][c:40]3[cH:41][cH:42][cH:43][cH:44][cH:45]3)=[O:46])[c:21]([NH:23][CH2:24][CH:25]3[CH2:26][CH2:27][NH:28][CH2:29][CH2:30]3)[cH:22]2)[n:14][cH:15]1. The reactants are [OH-].[K+] (KOH), CC1=CC=C(C=C1)S(=O)(=O)Cl (4-methylbenzenesulfonyl chloride), BrC1=C(CCO)C=CC=C1 (2-bromophenethyl alcohol), CC1=CC=C(C=C1)S(=O)(=O)Cl (4-methylbenzenesulfonyl chloride). The solvent is O (water), N1=CC=CC=C1 (pyridine), C(C)OCC (diethyl ether), O (water). Run at temperature 18 celsius, time 2 hour. Product: CC1=CC=C(C=C1)S(=O)(=O)OCCC1=C(C=CC=C1)Br (2-(2-Bromophenyl)ethyl 4-Methylbenzenesulfonate). Yield: 97.9%. RXN SMILES: [Br:1][C:2]1[CH:10]=[CH:9][CH:8]=[CH:7][C:3]=1[CH2:4][CH2:5][OH:6].[CH3:11][C:12]1[CH:17]=[CH:16][C:15]([S:18](Cl)(=[O:20])=[O:19])=[CH:14][CH:13]=1.[OH-].[K+]>C(OCC)C.O.N1C=CC=CC=1>[CH3:11][C:12]1[CH:17]=[CH:16][C:15]([S:18]([O:6][CH2:5][CH2:4][C:3]2[CH:7]=[CH:8][CH:9]=[CH:10][C:2]=2[Br:1])(=[O:20])=[O:19])=[CH:14][CH:13]=1 |f:2.3|. Procedure: A magnetically stirred solution of 2-bromophenethyl alcohol (5.00 g, 24.9 mmol, ex ALDRICH) and 4-methylbenzenesulfonyl chloride (11.20 g, 59.7 mmol) in diethyl ether (50 ml) was cooled to 0° C. (ice-bath) then treated with powdered KOH (3.2 g, 2.4 mole equiv.). The reaction mixture thus obtained was allowed to warm to 18° C., stirred at this temperature for 2.0 h then diluted with water (100 ml). The separated organic phase was washed with water (1×100 ml) then dried (MgSO4), filtered and conce... Starting materials: NC(=O)c1cc(Br)cc2c(C3CCS(=O)(=O)C3)c[nH]c12, O=C([O-])[O-], [K+], [K+], C1COCCO1, O, OB(O)c1ccoc1. Product: NC(=O)c1cc(-c2ccoc2)cc2c(C3CCS(=O)(=O)C3)c[nH]c12. Reaction SMILES: [Br:1][c:2]1[cH:3][c:4]2[c:5]([CH:14]3[CH2:15][S:16](=[O:19])(=[O:20])[CH2:17][CH2:18]3)[cH:6][nH:7][c:8]2[c:9]([C:11](=[O:12])[NH2:13])[cH:10]1.[C:29](=[O:30])([O-:31])[O-:32].[K+:33].[K+:34].[O:36]1[CH2:37][CH2:38][O:39][CH2:40][CH2:41]1.[OH2:35].[o:21]1[cH:22][c:23]([B:26]([OH:27])[OH:28])[cH:24][cH:25]1>>[c:2]1(-[c:23]2[cH:22][o:21][cH:25][cH:24]2)[cH:3][c:4]2[c:5]([CH:14]3[CH2:15][S:16](=[O:19])(=[O:20])[CH2:17][CH2:18]3)[cH:6][nH:7][c:8]2[c:9]([C:11](=[O:12])[NH2:13])[cH:10]1. Starting materials: CCOC(=O)c1cnc2c(NC(=O)c3c(Cl)cccc3Cl)cccc2c1, [Na+], C1CCOC1, [OH-]. Yields the product O=C(O)c1cnc2c(NC(=O)c3c(Cl)cccc3Cl)cccc2c1. As a reaction SMILES: [Cl:1][c:2]1[c:3]([C:4](=[O:5])[NH:6][c:7]2[cH:8][cH:9][cH:10][c:11]3[cH:12][c:13]([C:17](=[O:18])[O:19][CH2:20][CH3:21])[cH:14][n:15][c:16]23)[c:22]([Cl:26])[cH:23][cH:24][cH:25]1.[Na+:28].[O:29]1[CH2:30][CH2:31][CH2:32][CH2:33]1.[OH-:27]>>[Cl:1][c:2]1[c:3]([C:4](=[O:5])[NH:6][c:7]2[cH:8][cH:9][cH:10][c:11]3[cH:12][c:13]([C:17](=[O:18])[OH:19])[cH:14][n:15][c:16]23)[c:22]([Cl:26])[cH:23][cH:24][cH:25]1. The reactants are FC(C(=O)O)(F)F (Trifluoroacetic acid), FC1=C(C=CC=C1F)[C@@H]1CC[C@H](C(NC1)=O)NC(OC(C)(C)C)=O (tert-butyl (3R,6S)-6-(2,3-difluorophenyl)-2-oxoazepan-3-ylcarbamate). Run in ClCCl (dichloromethane). Reaction conditions: time 1 hour. Product: N[C@H]1C(NC[C@@H](CC1)C1=C(C(=CC=C1)F)F)=O ((3R,6S)-3-Amino-6-(2,3-difluorophenyl)azepan-2-one). As a reaction SMILES: FC(F)(F)C(O)=O.[F:8][C:9]1[C:14]([F:15])=[CH:13][CH:12]=[CH:11][C:10]=1[C@H:16]1[CH2:22][NH:21][C:20](=[O:23])[C@H:19]([NH:24]C(=O)OC(C)(C)C)[CH2:18][CH2:17]1>ClCCl>[NH2:24][C@@H:19]1[CH2:18][CH2:17][C@@H:16]([C:10]2[CH:11]=[CH:12][CH:13]=[C:14]([F:15])[C:9]=2[F:8])[CH2:22][NH:21][C:20]1=[O:23]. Procedure details: Trifluoroacetic acid (4 mL) was added to a solution of tert-butyl (3R,6S)-6-(2,3-difluorophenyl)-2-oxoazepan-3-ylcarbamate (82 mg, 0.241 mmol) in dichloromethane (4 mL). After 1 h, the solution was concentrated. Saturated aqueous sodium bicarbonate solution was added and the mixture was extracted with dichloromethane (3×). The combined organic extracts were washed with saturated brine, dried over magnesium sulfate, filtered and concentrated. MS 241.0 (M+1) Reaction SMILES: [NH2:1][CH2:2][CH:3]1[CH2:8][CH2:7][NH:6][CH2:5][CH2:4]1.C(=O)([O-])[O-].[K+].[K+].[CH3:15][N:16]1[C:20]2[CH:21]=[CH:22][CH:23]=[CH:24][C:19]=2[N:18]=[C:17]1Cl>C1(C)C=CC=CC=1>[CH3:15][N:16]1[C:20]2[CH:21]=[CH:22][CH:23]=[CH:24][C:19]=2[N:18]=[C:17]1[N:6]1[CH2:7][CH2:8][CH:3]([CH2:2][NH2:1])[CH2:4][CH2:5]1 |f:1.2.3|. Procedure details: 27 g of 4-aminomethylpiperidine are placed in 300 ml of anhydrous toluene in the presence of 33 g of potassium carbonate and of 33 g of 1-methyl-2-chlorobenzimidazole. The mixture is subjected to reflux for 48 hours. After evaporation, the residue is taken up in ether and an excess of hydrochloric ether. The precipitate formed is spun down, washed with ether, and then taken up in 750 ml of water and 30% caustic soda is added to give a basic pH. Starting materials: NCC1CCNCC1 (4-aminomethylpiperidine), C([O-])([O-])=O.[K+].[K+] (potassium carbonate), CN1C(=NC2=C1C=CC=C2)Cl (1-methyl-2-chlorobenzimidazole). Yields the product CN1C(=NC2=C1C=CC=C2)N2CCC(CC2)CN (1-(1-METHYLBENZIMIDAZOL-2-YL)-4-AMINOMETHYLPIPERIDINE). Solvent: C1(=CC=CC=C1)C (toluene). Starting materials: FC1=C(C=C(N)C=C1)OC (4-Fluoro-3-methoxyaniline), C(C)OC=C(C(=O)OCC)C(C1=C(C(=C(C(=C1)F)F)C)F)=O (ethyl 3-ethoxy-2-(2,4,5-trifluoro-3-methylbenzoyl)acrylate), FC1=C(C(=O)CC(=O)OCC)C=C(C(=C1C)F)F (ethyl 2,4,5-trifluoro-3-methylbenzoylacetate). Solvent: C(Cl)(Cl)Cl (chloroform). Reaction conditions: temperature 90 celsius, time 15 minute. Yields the product FC=1C=C2C(C(=CN(C2=C(C1F)C)C1=CC(=C(C=C1)F)OCC)C(=O)OCC)=O (Ethyl 6,7-Difluoro-1-(4-fluoro-3-ethoxyphenyl)-8-methyl-4-oxo-1,4-dihydroquinoline-3-carboxylate). RXN SMILES: [F:1][C:2]1[CH:8]=[CH:7][C:5]([NH2:6])=[CH:4][C:3]=1[O:9][CH3:10].C(O[CH:14]=[C:15]([C:21](=[O:32])[C:22]1[CH:27]=[C:26]([F:28])[C:25]([F:29])=[C:24]([CH3:30])[C:23]=1F)[C:16]([O:18][CH2:19][CH3:20])=[O:17])C.F[C:34]1C(C)=C(F)C(F)=CC=1C(CC(OCC)=O)=O>C(Cl)(Cl)Cl>[F:28][C:26]1[CH:27]=[C:22]2[C:23](=[C:24]([CH3:30])[C:25]=1[F:29])[N:6]([C:5]1[CH:7]=[CH:8][C:2]([F:1])=[C:3]([O:9][CH2:10][CH3:34])[CH:4]=1)[CH:14]=[C:15]([C:16]([O:18][CH2:19][CH3:20])=[O:17])[C:21]2=[O:32]. Procedure: 4-Fluoro-3-methoxyaniline (1.4 g) was added to a chloroform solution (10 ml) of ethyl 3-ethoxy-2-(2,4,5-trifluoro-3-methylbenzoyl)acrylate synthesized from ethyl 2,4,5-trifluoro-3-methylbenzoylacetate (2.6 g) in accordance with a method known per se in the art. The mixture was concentrated under reduced pressure, and anhydrous potassium carbonate (3.0 g) and N,N-dimethylformamide (7 ml) were added to the residue, followed by stirring at 90° C. for 15 minutes. The reaction mixture was allowed to ...